The task is: describe an organic reaction: reactants, conditions, products, and yield. This data is from the Open Reaction Database (ORD), a public repository of structured organic reaction records. The reactants are C(C)(C)(C)OC(=O)NC[C@@H]1CC[C@H](CC1)C(=O)NC([C@@H](N)CC1=CC=CC=C1)=O (N-[trans-4-(t-butoxycarbonylaminomethyl)cyclohexylcarbonyl]-L-phenylalanine amide), Cl.O1CCOCC1 (hydrogen chloride 1,4-dioxane). Conditions: time 2 hour. The product is Cl.NCC1=CC=C(C(=O)NC([C@@H](N)CC2=CC=CC=C2)=O)C=C1 (N-(4-aminomethylbenzoyl)-L-phenylalanine amide hydrochloride). RXN SMILES: C(OC([NH:8][CH2:9][C@H:10]1[CH2:15][CH2:14][C@H:13]([C:16]([NH:18][C:19](=[O:29])[C@H:20]([CH2:22][C:23]2[CH:28]=[CH:27][CH:26]=[CH:25][CH:24]=2)[NH2:21])=[O:17])[CH2:12][CH2:11]1)=O)(C)(C)C.[ClH:30].O1CCOCC1>>[ClH:30].[NH2:8][CH2:9][C:10]1[CH:11]=[CH:12][C:13]([C:16]([NH:18][C:19](=[O:29])[C@H:20]([CH2:22][C:23]2[CH:24]=[CH:25][CH:26]=[CH:27][CH:28]=2)[NH2:21])=[O:17])=[CH:14][CH:15]=1 |f:1.2,3.4|. Procedure: To the compound (I) (2.84 g), 4 N hydrogen chloride/1,4-dioxane solution (35 ml) under room temperature was added and the mixture was stirred at the same temperature for 2 hours. The mixture was concentrated under a reduced pressure, and the residue washed with ethyl ether, followed by filtration to give N-(4-aminomethylbenzoyl)-L-phenylalanine amide hydrochloride (2.32 g) as a white powder. Reactants: C(C)OC(CCC(C)=O)=O (4-Oxo-pentanoic acid ethyl ester), S(O)(O)(=O)=O (sulfuric acid), FC1=CC=C(C=C1)NN (4-fluorophenylhydrazine). Solvent: C(C)O (ethanol). Product: C(C)OC(CC1=C(NC2=CC=C(C=C12)F)C)=O ((5-fluoro-2-methyl-1H-indol-3-yl)acetic acid ethyl ester). Reaction SMILES: [CH2:1]([O:3][C:4](=[O:10])[CH2:5][CH2:6][C:7](=O)[CH3:8])[CH3:2].S(=O)(=O)(O)O.[F:16][C:17]1[CH:22]=[CH:21][C:20]([NH:23]N)=[CH:19][CH:18]=1>C(O)C>[CH2:1]([O:3][C:4](=[O:10])[CH2:5][C:6]1[C:21]2[C:20](=[CH:19][CH:18]=[C:17]([F:16])[CH:22]=2)[NH:23][C:7]=1[CH3:8])[CH3:2]. Procedure details: 4-Oxo-pentanoic acid ethyl ester (17.6 ml, 0.124 mol.) and conc. sulfuric acid (10 ml) were added to a solution of 4-fluorophenylhydrazine (20.2 g, 0.124 mol.) in abs. ethanol (90 ml), and the mixture was heated at reflux for 4 h. For working up, the mixture was filtered over silica gel and washed with ethanol (3×20 ml). The solution was poured into 500 ml of ice-water and extracted with ether (3×100 ml). The combined extracts were washed with 2M sodium hydrogen carbonate solution (50 ml), dried... The yield is 74.6%. Starting materials: CCOCC (ether), C(=O)C1=CC=C(C=C2C(NC(S2)=O)=O)C=C1 (5-(4-formylbenzylidene)-2,4-thiazolidinedione), NC1=C(C=CC=C1)S (2-aminothiophenol), C1(C=CC(C=C1)=O)=O (1,4-Benzoquinone). Solvent: C(C)O (ethanol). Product: O=C1SC(C(N1)=O)=CC1=CC=C(C=C1)C=1SC2=C(N1)C=CC=C2 (2-[4-(2,4-dioxothiazolidin-5-ylidenemethyl)phenyl]benzothiazole). As a reaction SMILES: [CH:1]([C:3]1[CH:16]=[CH:15][C:6]([CH:7]=[C:8]2[S:12][C:11](=[O:13])[NH:10][C:9]2=[O:14])=[CH:5][CH:4]=1)=O.[NH2:17][C:18]1[CH:23]=[CH:22][CH:21]=[CH:20][C:19]=1[SH:24].C1(=O)C=CC(=O)C=C1.CCOCC>C(O)C>[O:13]=[C:11]1[NH:10][C:9](=[O:14])[C:8](=[CH:7][C:6]2[CH:15]=[CH:16][C:3]([C:1]3[S:24][C:19]4[CH:20]=[CH:21][CH:22]=[CH:23][C:18]=4[N:17]=3)=[CH:4][CH:5]=2)[S:12]1. Reported procedure: To a suspension of 5-(4-formylbenzylidene)-2,4-thiazolidinedione (50 mg, 0.21 mmol) and 2-aminothiophenol (0.025 mL, 0.23 mmol) in ethanol (7 mL) was heated to reflux for 10 h. 1,4-Benzoquinone (24 mg, 0.22 mmol) was added, and the mixture was heated additional 1 h. The mixture was cooled to room temperature, ether (3 mL) was added, and the precipitated product was collected by filtration to afford 2-[4-(2,4-dioxothiazolidin-5-ylidenemethyl)phenyl]benzothiazole (53 mg, 75%). Product: CNC(C1=NC=CC(=C1)OC1=CC2=C(N=C(S2)NC2=C(C=CC=C2)OCCN2CCN(CC2)C)C=C1)=O (N-methyl-4-(2-(2-(2-(4-methylpiperazin-1-yl)ethoxy)phenylamino)benzo[d]thiazol-6-yloxy)picolinamide). The solvent is CC(C)O (IPA), Cl (HCl). Conditions: temperature 80 celsius. Reaction SMILES: [CH3:1][NH:2][C:3](=[O:23])[C:4]1[CH:9]=[C:8]([O:10][C:11]2[CH:22]=[CH:21][C:14]3[N:15]=[C:16](S(C)=O)[S:17][C:13]=3[CH:12]=2)[CH:7]=[CH:6][N:5]=1.[CH3:24][N:25]1[CH2:30][CH2:29][N:28]([CH2:31][CH2:32][O:33][C:34]2[CH:40]=[CH:39][CH:38]=[CH:37][C:35]=2[NH2:36])[CH2:27][CH2:26]1>CC(O)C.Cl>[CH3:1][NH:2][C:3](=[O:23])[C:4]1[CH:9]=[C:8]([O:10][C:11]2[CH:22]=[CH:21][C:14]3[N:15]=[C:16]([NH:36][C:35]4[CH:37]=[CH:38][CH:39]=[CH:40][C:34]=4[O:33][CH2:32][CH2:31][N:28]4[CH2:29][CH2:30][N:25]([CH3:24])[CH2:26][CH2:27]4)[S:17][C:13]=3[CH:12]=2)[CH:7]=[CH:6][N:5]=1. Reactants: CNC(C1=NC=CC(=C1)OC1=CC2=C(N=C(S2)S(=O)C)C=C1)=O (N-methyl-4-(2-(methylsulfinyl)benzo[d]thiazol-6-yloxy)picolinamide), [ 519.1 ], CN1CCN(CC1)CCOC1=C(N)C=CC=C1 (2-(2-(4-methylpiperazin-1-yl)ethoxy) aniline). Procedure: To the solution of N-methyl-4-(2-(methylsulfinyl)benzo[d]thiazol-6-yloxy)picolinamide (25 mg, 0.072 mmol, 1.0 eq) in 1 mL of IPA and 1 mL conc. HCl was added 2-(2-(4-methylpiperazin-1-yl)ethoxy) aniline (25 mg, 0.108 mmol, 1.5 eq) and reaction mixture heated at 80° C. in oil bath for 2 hours. Thereafter, the product was purified via reverse phase HPLC. This procedure was generalized for other analogues for which progress of the reaction was monitored by LC-MS and amount of aniline and reaction t... The reactants are N1N=CC(=C1)C1=CC2=C(C=3N=C(SC3CCO2)C(=O)O)C=C1 (8-(1H-Pyrazol-4-yl)-4,5-dihydro-6-oxa-3-thia-1-aza-benzo[e]azulene-2-carboxylic acid), C(C)NCC (diethylamine). Yields the product C(C)N(C(=O)C=1SC=2CCOC3=C(C2N1)C=CC(=C3)C=3C=NNC3)CC (8-(1H-Pyrazol-4-yl)-4,5-dihydro-6-oxa-3-thia-1-aza-benzo[e]azulene-2-carboxylic acid diethylamide). RXN SMILES: [NH:1]1[CH:5]=[C:4]([C:6]2[CH:22]=[CH:21][C:9]3[C:10]4[N:11]=[C:12]([C:18]([OH:20])=O)[S:13][C:14]=4[CH2:15][CH2:16][O:17][C:8]=3[CH:7]=2)[CH:3]=[N:2]1.[CH2:23]([NH:25][CH2:26][CH3:27])[CH3:24]>>[CH2:23]([N:25]([CH2:26][CH3:27])[C:18]([C:12]1[S:13][C:14]2[CH2:15][CH2:16][O:17][C:8]3[CH:7]=[C:6]([C:4]4[CH:5]=[N:1][NH:2][CH:3]=4)[CH:22]=[CH:21][C:9]=3[C:10]=2[N:11]=1)=[O:20])[CH3:24]. Procedure details: Following Example 216, to a well stirred solution of 8-(1H-Pyrazol-4-yl)-4,5-dihydro-6-oxa-3-thia-1-aza-benzo[e]azulene-2-carboxylic acid and diethylamine to give 253. MS: (ESI+)=369.1 The reactants are NC(CCC)CCCCCCCCC(CCC)N (4,13-Diaminohexadecane), C(CC)C1N=NC(CC=CCCC=CC1)CCC (3,12-dipropyl-1,2-diaza-1,5,9-cyclododecatriene), C1(CCCCCC1)C1N=NC(CC=CCCC=CC1)C1CCCCCC1 (3,12-dicycloheptyl-1,2-diaza-1,5,9-cyclododecatriene). Yields the product NC(CCCCCCCCC(C1CCCCCC1)N)C1CCCCCC1 (1,10-Diamino-1,10-dicycloheptyldecane). Reaction SMILES: NC(CCCCCCCCC(N)CCC)CCC.C(C1CC=CCCC=CCC(CCC)N=N1)CC.[CH:37]1([CH:44]2[CH2:55][CH:54]=[CH:53][CH2:52][CH2:51][CH:50]=[CH:49][CH2:48][CH:47]([CH:56]3[CH2:62][CH2:61][CH2:60][CH2:59][CH2:58][CH2:57]3)[N:46]=[N:45]2)[CH2:43][CH2:42][CH2:41][CH2:40][CH2:39][CH2:38]1>>[NH2:45][CH:44]([CH:37]1[CH2:38][CH2:39][CH2:40][CH2:41][CH2:42][CH2:43]1)[CH2:55][CH2:54][CH2:53][CH2:52][CH2:51][CH2:50][CH2:49][CH2:48][CH:47]([NH2:46])[CH:56]1[CH2:62][CH2:61][CH2:60][CH2:59][CH2:58][CH2:57]1. Procedure details: If there are used in the manner described under (a), instead of 942 g (3.79 mols) of 3,12-dipropyl-1,2-diaza-1,5,9-cyclododecatriene, 106 g (0.3 mol) of 3,12-dicycloheptyl-1,2-diaza-1,5,9-cyclododecatriene (diastereoisomeric mixture) and correspondingly reduced amounts of catalyst and solvent, with otherwise the same procedure, there is obtained, after chromatographic purification, and 63 g (58% of theory) of 1,10-diamino-1,10-dicycloheptyldecane as colourless oil [nD20 =1.5018; IR (liquid) inte... Reactants: [C-]#N.[K+] (potassium cyanide), Cl (hydrochloric acid), Cl (hydrochloric acid), BrC1=CC(=C(NC(=S)C2C(CCCC2)=O)C=C1)F (4'-bromo-2'-fluoro-2-oxocyclohexane-1-thiocarboxanilide), C(C)O (ethanol). Run in O (water), O (water). Conditions: time 1 hour. Yields the product BrC1=CC(=C(C=C1)N1C(C2CCCCC2(C1=O)O)=S)F (2-(4-Bromo-2-fluorophenyl)-3a-hydroxy-1-thioxo-octahydroisoindol-3-one). The yield is 68.0%. RXN SMILES: [Br:1][C:2]1[CH:17]=[CH:16][C:5]([NH:6][C:7]([CH:9]2[CH2:14][CH2:13][CH2:12][CH2:11][C:10]2=[O:15])=[S:8])=[C:4]([F:18])[CH:3]=1.[C-]#N.[K+].Cl.[CH2:23]([OH:25])C>O>[Br:1][C:2]1[CH:17]=[CH:16][C:5]([N:6]2[C:23](=[O:25])[C:10]3([OH:15])[CH:9]([CH2:14][CH2:13][CH2:12][CH2:11]3)[C:7]2=[S:8])=[C:4]([F:18])[CH:3]=1 |f:1.2|. Procedure: In 350 ml of ethanol was dissolved 33.0 g of 4'-bromo-2'-fluoro-2-oxocyclohexane-1-thiocarboxanilide, and a solution of 7.0 g of potassium cyanide in 35 ml of water was added to the solution with stirring at room temperature over a 10-minute period, followed by adding 9.2 ml of concentrated hydrochloric acid at 10° to 20° C. over a 1 hour period, while cooling. After stirring was continued at room temperature for 1 hour, 30 ml of concentrated hydrochloric acid and 30 ml of water were added to th... Reactants: COC(NC(C(C)C)C(=O)N1C(CCC1)C=1NC(=CN1)C1=CC2=CC=C(C=C2C=C1)C1=CC=C(C=C1)C=1NC(=NC1)C1N(CC(C1)C#N)C(C(C1=CC=CC=C1)NC(=O)OC)=O)=O ([1-(2-{5-[6-(4-{2-[4-Cyano-1-(2-methoxycarbonylamino-2-phenyl-acetyl)-pyrrolidin-2-yl]-3H-imidazol-4-yl}-phenyl)-naphthalen-2-yl]-1H-imidazol-2-yl}-pyrrolidine-1-carbonyl)-2-methyl-propyl]-carbamic acid methyl ester), CN(C)C(C(=O)O)C1=CC=CC=C1 (dimethylamino-phenyl-acetic acid), COC(NC(C(C)C)C(=O)N1C(CC(C1)C#N)C=1NC(=CN1)C1=CC2=CC=C(C=C2C=C1)B1OC(C(O1)(C)C)(C)C)=O ([1-(4-Cyano-2-{5-[6-(4,4,5,5-tetramethyl-[1,3,2]dioxaborolan-2-yl)-naphthalen-2-yl]-1H-imidazol-2-yl}-pyrrolidine-1-carbonyl)-2-methyl-propyl]-carbamic acid methyl ester), C(C)(C)(C)OC(=O)N1C(CCC1)C=1NC(=CN1)C1=CC=C(C=C1)Br (2-[5-(4-Bromophenyl)-1H-imidazol-2-yl]-pyrrolidine-1-carboxylic acid tert-butyl ester). Product: COC(NC(C(C)C)C(=O)N1C(CC(C1)C#N)C=1NC(=CN1)C1=CC2=CC=C(C=C2C=C1)C1=CC=C(C=C1)C=1NC(=NC1)C1N(CCC1)C(C(C1=CC=CC=C1)N(C)C)=O)=O ([1-(4-Cyano-2-{5-[6-(4-{2-[1-(2-dimethylamino-2-phenyl-acetyl)-pyrrolidin-2-yl]-3H-imidazol-4-yl}-phenyl)-naphthalen-2-yl]-1H-imidazol-2-yl}-pyrrolidine-1-carbonyl)-2-methyl-propyl]-carbamic acid methyl ester). As a reaction SMILES: [CH3:1][O:2][C:3](=[O:63])[NH:4][CH:5]([C:9]([N:11]1[CH2:15][CH2:14][CH2:13][CH:12]1[C:16]1[NH:17][C:18]([C:21]2[CH:30]=[CH:29][C:28]3[C:23](=[CH:24][CH:25]=[C:26]([C:31]4[CH:36]=[CH:35][C:34]([C:37]5[NH:38][C:39]([CH:42]6[CH2:46][CH:45](C#N)[CH2:44][N:43]6C(=O)C(NC(OC)=O)C6C=CC=CC=6)=[N:40][CH:41]=5)=[CH:33][CH:32]=4)[CH:27]=3)[CH:22]=2)=[CH:19][N:20]=1)=[O:10])[CH:6]([CH3:8])[CH3:7].CO[C:66](=O)[NH:67]C(C(N1CC(C#N)CC1C1NC(C2C=CC3C(=CC=C(B4OC(C)(C)C(C)(C)O4)C=3)C=2)=CN=1)=O)C(C)C.C(OC(N1CCCC1C1NC(C2C=CC(Br)=CC=2)=CN=1)=O)(C)(C)C.[CH3:130][N:131]([CH:133]([C:137]1[CH:142]=[CH:141][CH:140]=[CH:139][CH:138]=1)[C:134]([OH:136])=O)[CH3:132]>>[CH3:1][O:2][C:3](=[O:63])[NH:4][CH:5]([C:9]([N:11]1[CH2:15][CH:14]([C:66]#[N:67])[CH2:13][CH:12]1[C:16]1[NH:17][C:18]([C:21]2[CH:30]=[CH:29][C:28]3[C:23](=[CH:24][CH:25]=[C:26]([C:31]4[CH:36]=[CH:35][C:34]([C:37]5[NH:38][C:39]([CH:42]6[CH2:46][CH2:45][CH2:44][N:43]6[C:134](=[O:136])[CH:133]([N:131]([CH3:130])[CH3:132])[C:137]6[CH:142]=[CH:141][CH:140]=[CH:139][CH:138]=6)=[N:40][CH:41]=5)=[CH:33][CH:32]=4)[CH:27]=3)[CH:22]=2)=[CH:19][N:20]=1)=[O:10])[CH:6]([CH3:7])[CH3:8]. Procedure details: Synthesized similar to [1-(2-{5-[6-(4-{2-[4-Cyano-1-(2-methoxycarbonylamino-2-phenyl-acetyl)-pyrrolidin-2-yl]-3H-imidazol-4-yl}-phenyl)-naphthalen-2-yl]-1H-imidazol-2-yl}-pyrrolidine-1-carbonyl)-2-methyl-propyl]-carbamic acid methyl ester using [1-(4-Cyano-2-{5-[6-(4,4,5,5-tetramethyl-[1,3,2]dioxaborolan-2-yl)-naphthalen-2-yl]-1H-imidazol-2-yl}-pyrrolidine-1-carbonyl)-2-methyl-propyl]-carbamic acid methyl ester and 2-[5-(4-Bromophenyl)-1H-imidazol-2-yl]-pyrrolidine-1-carboxylic acid tert-butyl e...